From a dataset of the Open Reaction Database (ORD), a public repository of structured organic reaction records. describe an organic reaction: reactants, conditions, products, and yield Reactants: FC1=CC=2C3=C(NC2C=C1)C(=CNCC3)C(=O)OCC (ethyl 9-fluoro-1,2,3,6-tetrahydroazepino[4,5-b]indole-5-carboxylate), FC1=CC=C(C(=O)Cl)C=C1 (4-fluorobenzoyl chloride). Product: FC1=CC=2C3=C(NC2C=C1)C(=CN(CC3)C(C3=CC=C(C=C3)F)=O)C(=O)OCC (Ethyl 9-Fluoro-3-(4-Fluorobenzoyl)-1,2,3,6-Tetrahydroazepino[4,5-b]Indole-5-Carboxylate). As a reaction SMILES: [F:1][C:2]1[CH:10]=[CH:9][C:8]2[NH:7][C:6]3[C:11]([C:16]([O:18][CH2:19][CH3:20])=[O:17])=[CH:12][NH:13][CH2:14][CH2:15][C:5]=3[C:4]=2[CH:3]=1.[F:21][C:22]1[CH:30]=[CH:29][C:25]([C:26](Cl)=[O:27])=[CH:24][CH:23]=1>>[F:1][C:2]1[CH:10]=[CH:9][C:8]2[NH:7][C:6]3[C:11]([C:16]([O:18][CH2:19][CH3:20])=[O:17])=[CH:12][N:13]([C:26](=[O:27])[C:25]4[CH:29]=[CH:30][C:22]([F:21])=[CH:23][CH:24]=4)[CH2:14][CH2:15][C:5]=3[C:4]=2[CH:3]=1. Procedure details: The title compound was prepared in a manner similar to that described in Example 2 by using ethyl 9-fluoro-1,2,3,6-tetrahydroazepino[4,5-b]indole-5-carboxylate and 4-fluorobenzoyl chloride; 1H-NMR (CDCl3): δ 10.57 (1H, br s), 8.04 (1H, s), 7.62 (2H, dd), 7.29 (1H, m), 7.16 (3H, m), 6.95 (1H, m), 4.24 (4H, m), 3.20 (2H, m), 1.22 (3H, t); MS (ES): 397 (MH+). The product is OCc1cc(Cl)ncc1I. Reaction SMILES: [Cl:12][c:13]1[c:14]([CH2:15][OH:16])[cH:17][c:18]([F:19])[c:20]([Cl:21])[n:22]1.[Cl:1][c:2]1[cH:3][c:4]([C:5](=[O:6])[OH:7])[c:8]([I:11])[cH:9][n:10]1>>[Cl:1][c:2]1[cH:3][c:4]([CH2:5][OH:6])[c:8]([I:11])[cH:9][n:10]1. Reactants: OCc1cc(F)c(Cl)nc1Cl, O=C(O)c1cc(Cl)ncc1I. Yield: 66.0%. Procedure: To a solution of N,N′-diethyl-N,N′-bis[2-(4-isopropoxy-3,5-dimethoxyphenyl)-5-pyridyl]-1,3-propanediamine (78.0 mg, 0.110 mmol) in methanol-chloroform (2:1, 3.0 mL) was added a 1.0 M aqueous methanesulfonic acid (0.24 mL, 0.24 mmol), and the reaction mixture was concentrated under reduced pressure. Ethanol (5.0 mL) was added to the residue, and the mixture was concentrated under reduced pressure. The residue was recrystallized from methanol-diethyl ether-hexane to yield the title compound as yel... Solvent: CO.C(Cl)(Cl)Cl (methanol chloroform). RXN SMILES: [CH2:1]([N:3]([C:30]1[CH:31]=[CH:32][C:33]([C:36]2[CH:41]=[C:40]([O:42][CH3:43])[C:39]([O:44][CH:45]([CH3:47])[CH3:46])=[C:38]([O:48][CH3:49])[CH:37]=2)=[N:34][CH:35]=1)[CH2:4][CH2:5][CH2:6][N:7]([CH2:28][CH3:29])[C:8]1[CH:9]=[CH:10][C:11]([C:14]2[CH:19]=[C:18]([O:20][CH3:21])[C:17]([O:22][CH:23]([CH3:25])[CH3:24])=[C:16]([O:26][CH3:27])[CH:15]=2)=[N:12][CH:13]=1)[CH3:2].[CH3:50][S:51]([OH:54])(=[O:53])=[O:52]>CO.C(Cl)(Cl)Cl>[CH3:50][S:51]([OH:54])(=[O:53])=[O:52].[CH3:50][S:51]([OH:54])(=[O:53])=[O:52].[CH2:28]([N:7]([C:8]1[CH:9]=[CH:10][C:11]([C:14]2[CH:15]=[C:16]([O:26][CH3:27])[C:17]([O:22][CH:23]([CH3:25])[CH3:24])=[C:18]([O:20][CH3:21])[CH:19]=2)=[N:12][CH:13]=1)[CH2:6][CH2:5][CH2:4][N:3]([CH2:1][CH3:2])[C:30]1[CH:31]=[CH:32][C:33]([C:36]2[CH:41]=[C:40]([O:42][CH3:43])[C:39]([O:44][CH:45]([CH3:47])[CH3:46])=[C:38]([O:48][CH3:49])[CH:37]=2)=[N:34][CH:35]=1)[CH3:29] |f:2.3,4.5.6|. Product: CS(=O)(=O)O.CS(=O)(=O)O.C(C)N(CCCN(C=1C=CC(=NC1)C1=CC(=C(C(=C1)OC)OC(C)C)OC)CC)C=1C=CC(=NC1)C1=CC(=C(C(=C1)OC)OC(C)C)OC (N,N′-Diethyl-N,N′-bis[2-(4-isopropoxy-3,5-dimethoxyphenyl)-5-pyridyl]-1,3-propanediamine dimethanesulfonate). Reactants: C(C)N(CCCN(C=1C=CC(=NC1)C1=CC(=C(C(=C1)OC)OC(C)C)OC)CC)C=1C=CC(=NC1)C1=CC(=C(C(=C1)OC)OC(C)C)OC (N,N′-diethyl-N,N′-bis[2-(4-isopropoxy-3,5-dimethoxyphenyl)-5-pyridyl]-1,3-propanediamine), CS(=O)(=O)O (methanesulfonic acid). Run in C1CCOC1 (THF). The yield is 95.0%. The reactants are OCC=1C=C(C=C(C(=O)OCC)C1)C(=O)OCC (diethyl 5-(hydroxymethyl)isophthalate), C1(=CC=CC=C1)P(C1=CC=CC=C1)C1=CC=CC=C1 (triphenyl phosphine), S1C(=CC=C1)CC(=O)O (thiolacetic acid), CC(C)OC(=O)/N=N/C(=O)OC(C)C (Diisopropylazodicarboxylate). Procedure: To diethyl 5-(hydroxymethyl)isophthalate (2.52 gm, 10 mmol) in THF (30 ml), triphenyl phosphine (5.25 gm, 20 mmol) was added followed by thiolacetic acid (1.52 gm, 20 mmol) and Diisopropylazodicarboxylate (4.04 gm, 20 mmol) at 0° C. Reaction mixture was then allowed to come to rt and stirred for 2 h. Then solvent was removed, crude was redissolved in minimum amount of CH2Cl2. With stirring, hexane was added and the resultant solids were discarded. Filtrtae was evaporated to dryness and the resid... RXN SMILES: O[CH2:2][C:3]1[CH:4]=[C:5]([C:14]([O:16][CH2:17][CH3:18])=[O:15])[CH:6]=[C:7]([CH:13]=1)[C:8]([O:10][CH2:11][CH3:12])=[O:9].C1(P(C2C=CC=CC=2)C2C=CC=CC=2)C=CC=CC=1.[S:38]1C=CC=C1CC(O)=O.[CH3:47][CH:48]([O:50]C(/N=N/C(OC(C)C)=O)=O)C>C1COCC1>[C:48]([S:38][CH2:2][C:3]1[CH:4]=[C:5]([C:14]([O:16][CH2:17][CH3:18])=[O:15])[CH:6]=[C:7]([CH:13]=1)[C:8]([O:10][CH2:11][CH3:12])=[O:9])(=[O:50])[CH3:47]. Conditions: time 2 hour. Yields the product C(C)(=O)SCC=1C=C(C=C(C(=O)OCC)C1)C(=O)OCC (diethyl 5-(acetylthiomethyl)isophthalate).